This data is from the Open Reaction Database (ORD), a public repository of structured organic reaction records. The task is: describe an organic reaction: reactants, conditions, products, and yield The reactants are C(C)(=O)[O-].[Na+] (sodium acetate), ClC(C(=O)N1C(O[C@@H]([C@H]1CF)C1=CC=C(C(=O)O)C=C1)(C)C)Cl (4-((4S,5R)-3-(2,2-dichloroacetyl)-4-(fluoromethyl)-2,2-dimethyloxazolidin-5-yl)benzoic acid), C(=O)(N1C=NC=C1)N1C=NC=C1 (1,1′-Carbonyldiimidazole), C(C)(=O)[O-].[Na+] (sodium acetate), ONC(CNC(OC(C)(C)C)=O)=N (tert-butyl 2-(hydroxyamino)-2-iminoethylcarbamate). Run in C1(=CC=CC=C1)C (toluene), C(C)OC(C)=O (ethylacetate), CN(C=O)C (dimethylformamide). Run at time 72 hour. Product: ClC(C(=O)N1C(O[C@@H]([C@H]1CF)C1=CC=C(C=C1)C1=NC(=NO1)CNC(OC(C)(C)C)=O)(C)C)Cl (tert-butyl (5-(4-((4S,5R)-3-(2,2-dichloroacetyl)-4-(fluoromethyl)-2,2-dimethyloxazolidin-5-yl)phenyl)-1,2,4-oxadiazol-3-yl)methylcarbamate). Yield: 38.7%. As a reaction SMILES: [Cl:1][CH:2]([Cl:23])[C:3]([N:5]1[C@H:9]([CH2:10][F:11])[C@@H:8]([C:12]2[CH:20]=[CH:19][C:15]([C:16](O)=[O:17])=[CH:14][CH:13]=2)[O:7][C:6]1([CH3:22])[CH3:21])=[O:4].C(N1C=CN=C1)(N1C=CN=C1)=O.C([O-])(=O)C.[Na+].O[NH:42][C:43](=[NH:53])[CH2:44][NH:45][C:46](=[O:52])[O:47][C:48]([CH3:51])([CH3:50])[CH3:49]>CN(C)C=O.C(OC(=O)C)C.C1(C)C=CC=CC=1>[Cl:23][CH:2]([Cl:1])[C:3]([N:5]1[C@H:9]([CH2:10][F:11])[C@@H:8]([C:12]2[CH:20]=[CH:19][C:15]([C:16]3[O:17][N:53]=[C:43]([CH2:44][NH:45][C:46](=[O:52])[O:47][C:48]([CH3:50])([CH3:49])[CH3:51])[N:42]=3)=[CH:14][CH:13]=2)[O:7][C:6]1([CH3:22])[CH3:21])=[O:4] |f:2.3|. Procedure: To a solution of the product of Step 2, Example 8 (525 mg, 1.4 mmol) in dimethylformamide (15 mL) is added 1,1′-Carbonyldiimidazole (286 mg, 1.7 mmol). The resulting solution is stirred at room temperature for 30 minutes at which time sodium acetate (140 mg, 1.7 mmol) and commercially available tert-butyl 2-(hydroxyamino)-2-iminoethylcarbamate (325 mg, 1.7 mmol) are added. The reaction is then stirred at room temperature for 72 hours. Next, the reaction is diluted with ethylacetate (75 mL) and w... The reactants are O1CC(C1)N (oxetane-3-amine), S=C1NC(SC1)=O (4-thioxo-1,3-thiazolidin-2-one). The solvent is C(C)O (ethanol). Conditions: time 30 minute. Product: O1CC(C1)NC1=NC(SC1)=O (4-(oxetan-3-ylamino)-1,3-thiazol-2(5H)-one). The yield is 82.4%. Reaction SMILES: [O:1]1[CH2:4][CH:3]([NH2:5])[CH2:2]1.S=[C:7]1[CH2:11][S:10][C:9](=[O:12])[NH:8]1>C(O)C>[O:1]1[CH2:4][CH:3]([NH:5][C:7]2[CH2:11][S:10][C:9](=[O:12])[N:8]=2)[CH2:2]1. Procedure details: To a solution of oxetane-3-amine (4.94 g) in ethanol (60 mL) was added 4-thioxo-1,3-thiazolidin-2-one (6 g), and the mixture was stirred at room temperature for 30 min. The precipitate was collected by filtration and washed with ethanol to give the title compound (6.39 g). Starting materials: O (H2O), C(C)OCC (diethyl ether), OC(CC1C(CCCC1)=O)CC(=C=C)C[Si](C)(C)C (2-(2-hydroxy-4-trimethylsilanylmethyl-hexa-4,5-dienyl)-cyclohexanone), [Si](C)(C)(C)OS(=O)(=O)C(F)(F)F (TMSOTf). Run in CCOC(=O)C (EtOAc). Reaction conditions: temperature -78 celsius. Yields the product C=C1CC2CC3CCCCC3(C1=C)O2 (10,11-dimethylene-12-oxa-tricyclo[6.3.1.01,6]dodecane). The yield is 77.4%. RXN SMILES: C(OCC)C.O[CH:7]([CH2:16][C:17]([CH2:20][Si](C)(C)C)=[C:18]=[CH2:19])[CH2:8][CH:9]1[CH2:14][CH2:13][CH2:12][CH2:11][C:10]1=[O:15].[Si](OS(C(F)(F)F)(=O)=O)(C)(C)C.O>CCOC(C)=O>[CH2:20]=[C:17]1[C:18](=[CH2:19])[C:10]23[O:15][CH:7]([CH2:8][CH:9]2[CH2:14][CH2:13][CH2:12][CH2:11]3)[CH2:16]1. Reported procedure: 1.5 mL of diethyl ether was added to 2-(2-hydroxy-4-trimethylsilanylmethyl-hexa-4,5-dienyl)-cyclohexanone (100 mg, 0.36 mmol) under nitrogen atmosphere. While stirring at −78° C., TMSOTf (64.5 μL, 0.36 mmol) was added. While stirring the reaction mixture, the reaction temperature was slowly increased to room temperature for 3 hours. The reaction mixture was stirred at room temperature for 30 minutes. After the reaction was completed, H2O was added. After stirring for about 5 minutes, the reactio... The reactants are BrC=1C(=C(C(=CC1)OCCO[Si](C)(C)C(C)(C)C)C=NC(=C)O[Si](C)(C)C)F (1-{3-bromo-6-[2-(tert-butyl-dimethyl-silanyloxy)-ethoxy]-2-fluoro-phenyl}-3-trimethylsilyoxy-2-aza-1,3-butadiene), C(C)(C)(C)OC(=O)N1C(\C(\C2=CC=C(C=C12)Cl)=C/C1=CC(=CC=C1)Cl)=O (Z-6-chloro-3-(3-chloro-benzylidene)-2-oxo-2,3-dihydro-indole-1-carboxylic acid tert-butyl ester), CO (methanol). The solvent is C1(=CC=CC=C1)C (toluene). Run at temperature 140 celsius, time 45 minute. The product is BrC=1C(=C(C(=CC1)OCCO)C1NC(CC(C12C(NC1=CC(=CC=C12)Cl)=O)C1=CC(=CC=C1)Cl)=O)F (racemic (2′R,3R,4′S)-2′-[3-bromo-2-fluoro-6-(2-hydroxy-ethoxy)-phenyl]-6-chloro-4′-(3-chlorophenyl)spiro[3H-indole-3,3′-piperidine]-2,6′(1H)-dione). The yield is 65.6%. As a reaction SMILES: [Br:1][C:2]1[C:3]([F:28])=[C:4]([CH:19]=[N:20][C:21]([O:23][Si](C)(C)C)=[CH2:22])[C:5]([O:8][CH2:9][CH2:10][O:11][Si](C(C)(C)C)(C)C)=[CH:6][CH:7]=1.C(OC([N:36]1[C:44]2[C:39](=[CH:40][CH:41]=[C:42]([Cl:45])[CH:43]=2)/[C:38](=[CH:46]/[C:47]2[CH:52]=[CH:51][CH:50]=[C:49]([Cl:53])[CH:48]=2)/[C:37]1=[O:54])=O)(C)(C)C.CO>C1(C)C=CC=CC=1>[Br:1][C:2]1[C:3]([F:28])=[C:4]([CH:19]2[C:38]3([C:39]4[C:44](=[CH:43][C:42]([Cl:45])=[CH:41][CH:40]=4)[NH:36][C:37]3=[O:54])[CH:46]([C:47]3[CH:52]=[CH:51][CH:50]=[C:49]([Cl:53])[CH:48]=3)[CH2:23][C:21](=[O:22])[NH:20]2)[C:5]([O:8][CH2:9][CH2:10][OH:11])=[CH:6][CH:7]=1. Procedure details: To a solution of 1-{3-bromo-2-fluoro-6-[2-(tert-butyl-dimethyl-silanyloxy)-ethoxy]-phenyl}-3-trimethylsilyoxy-2-aza-1,3-butadiene prepared in example 183c in toluene (30 mL) was added E/Z-6-chloro-3-(3-chlorobenzylidene)-2-oxo-2,3-dihydro-indole-1-carboxylic acid tert-butyl ester prepared in example 24a (0.5 g, 1.28 mmol). The reaction mixture was stirred under nitrogen in a sealed tube at 140° C. for 45 min. After the solution was cooled to room temperature, methanol (10 mL) was added. The reac... Reactants: CC(=O)O, CC(C)(C)OC(=O)NC1CCCC1Nc1cc2c(c(Nc3cccc(S(C)(=O)=O)c3)n1)C(=O)NC2, Cl. The product is CS(=O)(=O)c1cccc(Nc2nc(NC3CCCC3N)cc3c2C(=O)NC3)c1. Reaction SMILES: [C:37]([OH:38])(=[O:39])[CH3:40].[CH3:1][S:2](=[O:3])(=[O:4])[c:5]1[cH:6][c:7]([NH:11][c:12]2[n:13][c:14]([NH:22][CH:23]3[CH:24]([NH:28][C:29](=[O:30])[O:31][C:32]([CH3:33])([CH3:34])[CH3:35])[CH2:25][CH2:26][CH2:27]3)[cH:15][c:16]3[c:17]2[C:18](=[O:21])[NH:19][CH2:20]3)[cH:8][cH:9][cH:10]1.[ClH:36]>>[CH3:1][S:2](=[O:3])(=[O:4])[c:5]1[cH:6][c:7]([NH:11][c:12]2[n:13][c:14]([NH:22][CH:23]3[CH:24]([NH2:28])[CH2:25][CH2:26][CH2:27]3)[cH:15][c:16]3[c:17]2[C:18](=[O:21])[NH:19][CH2:20]3)[cH:8][cH:9][cH:10]1. Reactants: C1CCOC1, COC(=O)c1ccc2ccccc2c1O, CC(O)COc1ccccc1, c1ccc(P(c2ccccc2)c2ccccc2)cc1. The product is COC(=O)c1ccc2ccccc2c1OC(C)COc1ccccc1. Reaction SMILES: [CH2:46]1[O:47][CH2:48][CH2:49][CH2:50]1.[CH3:1][O:2][C:3](=[O:4])[c:5]1[c:6]([OH:15])[c:7]2[cH:8][cH:9][cH:10][cH:11][c:12]2[cH:13][cH:14]1.[O:16]([c:17]1[cH:18][cH:19][cH:20][cH:21][cH:22]1)[CH2:23][CH:24]([CH3:25])[OH:26].[c:27]1([P:28]([c:29]2[cH:30][cH:31][cH:32][cH:33][cH:34]2)[c:35]2[cH:36][cH:37][cH:38][cH:39][cH:40]2)[cH:41][cH:42][cH:43][cH:44][cH:45]1>>[CH3:1][O:2][C:3](=[O:4])[c:5]1[c:6]([O:15][CH:24]([CH2:23][O:16][c:17]2[cH:18][cH:19][cH:20][cH:21][cH:22]2)[CH3:25])[c:7]2[cH:8][cH:9][cH:10][cH:11][c:12]2[cH:13][cH:14]1.